From a dataset of the Open Reaction Database (ORD), a public repository of structured organic reaction records. describe an organic reaction: reactants, conditions, products, and yield Starting materials: FC1=C(C=CC=C1F)NC(CN1N=CC(=C1)NC1=NC=NC2=CC(=CC=C12)OCC(OC)OC)=O (N-(2,3-difluorophenyl)-2-(4-{[7-(2,2-dimethoxyethoxy)quinazolin-4-yl]amino}-1H-pyrazol-1-yl)acetamide), Cl (hydrochloric acid). Run in O1CCCC1 (tetrahydrofuran). Yields the product FC1=C(C=CC=C1F)NC(CN1N=CC(=C1)NC1=NC=NC2=CC(=CC=C12)OCC=O)=O (N-(2,3-difluorophenyl)-2-(4-{[7-(2-oxoethoxy)quinazolin-4-yl]amino}-1H-pyrazol-1-yl)acetamide). As a reaction SMILES: [F:1][C:2]1[C:7]([F:8])=[CH:6][CH:5]=[CH:4][C:3]=1[NH:9][C:10](=[O:35])[CH2:11][N:12]1[CH:16]=[C:15]([NH:17][C:18]2[C:27]3[C:22](=[CH:23][C:24]([O:28][CH2:29][CH:30](OC)[O:31]C)=[CH:25][CH:26]=3)[N:21]=[CH:20][N:19]=2)[CH:14]=[N:13]1.Cl>O1CCCC1>[F:1][C:2]1[C:7]([F:8])=[CH:6][CH:5]=[CH:4][C:3]=1[NH:9][C:10](=[O:35])[CH2:11][N:12]1[CH:16]=[C:15]([NH:17][C:18]2[C:27]3[C:22](=[CH:23][C:24]([O:28][CH2:29][CH:30]=[O:31])=[CH:25][CH:26]=3)[N:21]=[CH:20][N:19]=2)[CH:14]=[N:13]1. Reported procedure: A solution of N-(2,3-difluorophenyl)-2-(4-{[7-(2,2-dimethoxyethoxy)quinazolin-4-yl]amino}-1H-pyrazol-1-yl)acetamide (0.104 g, 0.21 mmol) in a dilute solution of hydrochloric acid (1M, 1 ml) and tetrahydrofuran (5 ml) was heated at reflux for 10 hours. The mixture was allowed to cool to room temperature and was then filtered. The filtered solid was triturated with tetrahydrofuran and then dried under vaccum to give N-(2,3-difluorophenyl)-2-(4-{[7-(2-oxoethoxy)quinazolin-4-yl]amino}-1H-pyrazol-1-y... The reactants are CC1=C(C=NC=C1)N1C(NCC1)=O (1-(4-methyl-pyridin-3-yl)-imidazolidin-2-one), BrC=1C=NC2=CC=CC=C2C1 (3-bromo-quinoline), N[C@H]1[C@@H](CCCC1)N (trans-1,2-diamino cyclohexane), C([O-])([O-])=O.[K+].[K+] (potassium carbonate). Reagents/catalysts: [Cu](I)I (copper iodide). Solvent: O1CCOCC1 (1,4-dioxane). Yields the product CC1=C(C=NC=C1)N1C(N(CC1)C=1C=NC2=CC=CC=C2C1)=O (1-(4-Methyl-pyridin-3-yl)-3-quinolin-3-yl-imidazolidin-2-one). The yield is 73.7%. Reaction SMILES: [CH3:1][C:2]1[CH:7]=[CH:6][N:5]=[CH:4][C:3]=1[N:8]1[CH2:12][CH2:11][NH:10][C:9]1=[O:13].Br[C:15]1[CH:16]=[N:17][C:18]2[C:23]([CH:24]=1)=[CH:22][CH:21]=[CH:20][CH:19]=2.N[C@@H]1CCCC[C@H]1N.C(=O)([O-])[O-].[K+].[K+]>[Cu](I)I.O1CCOCC1>[CH3:1][C:2]1[CH:7]=[CH:6][N:5]=[CH:4][C:3]=1[N:8]1[CH2:12][CH2:11][N:10]([C:15]2[CH:16]=[N:17][C:18]3[C:23]([CH:24]=2)=[CH:22][CH:21]=[CH:20][CH:19]=3)[C:9]1=[O:13] |f:3.4.5|. Reported procedure: Using the same reaction conditions as in Example 14, 1-(4-methyl-pyridin-3-yl)-imidazolidin-2-one (I-14b: 150 mg, 0.847 mmol) was reacted with 3-bromo-quinoline (176.13 mg, 0.847 mmol), 1,4-dioxane (15 mL), copper iodide (16.13 mg, 0.0847 mmol), trans-1,2-diamino cyclohexane (0.03 mL, 0.254 mmol) and potassium carbonate (233.97 mg, 1.694 mmol) to afford the crude product. Purification by column chromatography on silica gel (1% MeOH in chloroform) afforded 190 mg of the product (73.76% yield).